From a dataset of the Open Reaction Database (ORD), a public repository of structured organic reaction records. describe an organic reaction: reactants, conditions, products, and yield The reactants are COC(COC1=C(C2=C(C(CC(O2)(C)CCCCCCOC2OCCCC2)=O)C=C1)CCC)=O (rac.-[[3,4-dihydro-2-[6-[(tetrahydro-2H-pyran-2-yl)oxy]hexyl]-2-methyl-4-oxo-8-propyl-2H-1-benzopyran-7-yl]oxy]acetic acid methyl ester). Run in CO (methanol), Cl (hydrochloric acid). Yields the product COC(COC1=C(C2=C(C(CC(O2)(C)CCCCCCO)=O)C=C1)CCC)=O (rac.-[[3,4-dihydro-2-(6-hydroxyhexyl)-2-methyl-4-oxo-8-propyl-2H-1-benzopyran-7-yl]oxy]acetic acid methyl ester). The yield is 87.1%. Reaction SMILES: [CH3:1][O:2][C:3](=[O:34])[CH2:4][O:5][C:6]1[CH:30]=[CH:29][C:9]2[C:10](=[O:28])[CH2:11][C:12]([CH2:15][CH2:16][CH2:17][CH2:18][CH2:19][CH2:20][O:21]C3CCCCO3)([CH3:14])[O:13][C:8]=2[C:7]=1[CH2:31][CH2:32][CH3:33]>CO.Cl>[CH3:1][O:2][C:3](=[O:34])[CH2:4][O:5][C:6]1[CH:30]=[CH:29][C:9]2[C:10](=[O:28])[CH2:11][C:12]([CH2:15][CH2:16][CH2:17][CH2:18][CH2:19][CH2:20][OH:21])([CH3:14])[O:13][C:8]=2[C:7]=1[CH2:31][CH2:32][CH3:33]. Procedure: A solution of 2.3 g of the chromanone product from Example 2 in 25 ml of methanol and 5 ml of 2N hydrochloric acid was stirred for 1.75 hours at room temperature then concentrated in vacuo to remove most of the methanol. The residue was diluted with water, neutralized with sodium bicarbonate, and extracted 4 times with ether. The combined ether extracts were washed with water and brine, dried (magnesium sulfate), filtered, and concentrated in vacuo in yield 1.85 g of an oil. This material was pu... Starting materials: CC=1C=CC(=CC1)S(=O)(=O)O.O (TsOH.H2O), C(CO)O (ethylene glycol), IC1=CC(=C(C#N)C=C1)C(F)(F)F (4-iodo-2-(trifluoromethyl)benzonitrile), CC(C)C[AlH]CC(C)C (DIBAL-H), solution. Solvent: C1=CC=CC=C1 (PhH), C(Cl)Cl (CH2Cl2), C(Cl)Cl (CH2Cl2). Conditions: time 5 minute. Product: IC1=CC(=C(C=C1)C1OCCO1)C(F)(F)F (2-[4-iodo-2-(trifluoromethyl)phenyl]-1,3-dioxolane). RXN SMILES: [I:1][C:2]1[CH:9]=[CH:8][C:5]([C:6]#N)=[C:4]([C:10]([F:13])([F:12])[F:11])[CH:3]=1.CC(C[AlH]CC(C)C)C.CC1C=CC(S(O)(=O)=O)=CC=1.O.[CH2:35]([OH:38])[CH2:36][OH:37]>C(Cl)Cl.C1C=CC=CC=1>[I:1][C:2]1[CH:9]=[CH:8][C:5]([CH:6]2[O:38][CH2:35][CH2:36][O:37]2)=[C:4]([C:10]([F:13])([F:12])[F:11])[CH:3]=1 |f:2.3|. Reported procedure: To a solution of 4-iodo-2-(trifluoromethyl)benzonitrile (1.89 g; 6.38 mmol, Note 1) in CH2Cl2 (15 mL) at −40° C. was added DIBAL-H (9.6 mL of a 1.0M solution in CH2Cl2; 9.6 mmol), dropwise over 5 min. The mixture was stirred 30 min, quenched by dropwise addition of MeOH and removed from the cooling bath. To the still-cold mixture was slowly added HCl (10 mL of a 6M solution), and after stirring 30 min at room temperature the layers were separated. The aqueous layer was extracted with CH2Cl2 (×2)... Starting materials: ClCC(=O)N1CCC(CC1)CC1=CC=C(C=C1)C (2-chloro-1-[4-(4-methyl-benzyl)-piperidin-1-yl]-ethanone), NC1=CC2=C(NC(O2)=O)C=C1 (6-amino-3H-benzoxazol-2-one). The solvent is CO (methanol). Yields the product CC1=CC=C(CC2CCN(CC2)C(CNC2=CC3=C(NC(O3)=O)C=C2)=O)C=C1 (6-{2-[4-(4-Methyl-benzyl)-piperidin-1-yl]-2-oxo-ethylamino}-3H-benzoxazol-2-one). As a reaction SMILES: Cl[CH2:2][C:3]([N:5]1[CH2:10][CH2:9][CH:8]([CH2:11][C:12]2[CH:17]=[CH:16][C:15]([CH3:18])=[CH:14][CH:13]=2)[CH2:7][CH2:6]1)=[O:4].[NH2:19][C:20]1[CH:29]=[CH:28][C:23]2[NH:24][C:25](=[O:27])[O:26][C:22]=2[CH:21]=1>CO>[CH3:18][C:15]1[CH:16]=[CH:17][C:12]([CH2:11][CH:8]2[CH2:9][CH2:10][N:5]([C:3](=[O:4])[CH2:2][NH:19][C:20]3[CH:29]=[CH:28][C:23]4[NH:24][C:25](=[O:27])[O:26][C:22]=4[CH:21]=3)[CH2:6][CH2:7]2)=[CH:13][CH:14]=1. Procedure: The title compound is prepared from 2-chloro-1-[4-(4-methyl-benzyl)-piperidin-1-yl]-ethanone (Example 227a) and 6-amino-3H-benzoxazol-2-one according to the method described in Example 206. Melting Point: 212-215° C. (methanol) The reactants are C[Si](Cl)(Cl)C (dimethyldichlorosilane), C(CCC)[Li] (butyllithium), COC=1C=C2C=CCC2=CC1OC (5,6-dimethoxyindene), ice water. Run in C1CCOC1 (THF), CCCCCC (hexane), C1CCOC1 (THF). Reaction conditions: time 8 hour. Product: C[Si](C1C=CC2=CC(=C(C=C12)OC)OC)(C1C=CC2=CC(=C(C=C12)OC)OC)C (Dimethylbis(5,6-dimethoxyindenyl)silane). Reaction SMILES: [CH2:1]([Li])[CH2:2][CH2:3][CH3:4].[CH3:6][O:7][C:8]1[CH:9]=[C:10]2[C:14](=[CH:15][C:16]=1[O:17][CH3:18])[CH2:13][CH:12]=[CH:11]2.[CH3:19][Si:20]([CH3:23])(Cl)Cl>CCCCCC.C1COCC1>[CH3:19][Si:20]([CH3:23])([CH:13]1[C:14]2[C:10](=[CH:9][C:8]([O:7][CH3:6])=[C:16]([O:17][CH3:18])[CH:15]=2)[CH:11]=[CH:12]1)[CH:1]1[C:10]2[C:4](=[CH:15][C:16]([O:17][CH3:18])=[C:8]([O:7][CH3:6])[CH:9]=2)[CH:3]=[CH:2]1. Procedure: 23.6 ml (59 mmol) of a 2.5M butyllithium solution in hexane were added at room temperature to a solution of 10.4 g (59 mmol) of 5,6-dimethoxyindene (prepared by the method of Eberson et al., Acta Chem. Scand. B 30 (1976) 527) in 150 ml of THF, and the mixture was stirred at room temperature for 2 hours and added dropwise to a solution of 3.6 ml (29.5 mmol) of dimethyldichlorosilane in 20 ml of THF. The mixture was stirred overnight, poured into ice water and extracted with ether. The extracts we... Reactants: FC1=CC=C(C=C1)C1NCCC1 ((RS)-2-(4-fluoro-phenyl)-pyrrolidine), CC1=C(C(=CC(=C1)C)C)S(=O)(=O)Cl (2,4,6-trimethyl-benzenesulfonyl chloride). Product: FC1=CC=C(C=C1)C1N(CCC1)S(=O)(=O)C1=C(C=C(C=C1C)C)C ((RS)-2-(4-Fluoro-phenyl)-1-(2,4,6-trimethyl-benzenesulfonyl)-pyrrolidine). RXN SMILES: [F:1][C:2]1[CH:7]=[CH:6][C:5]([CH:8]2[CH2:12][CH2:11][CH2:10][NH:9]2)=[CH:4][CH:3]=1.[CH3:13][C:14]1[CH:19]=[C:18]([CH3:20])[CH:17]=[C:16]([CH3:21])[C:15]=1[S:22](Cl)(=[O:24])=[O:23]>>[F:1][C:2]1[CH:3]=[CH:4][C:5]([CH:8]2[CH2:12][CH2:11][CH2:10][N:9]2[S:22]([C:15]2[C:16]([CH3:21])=[CH:17][C:18]([CH3:20])=[CH:19][C:14]=2[CH3:13])(=[O:24])=[O:23])=[CH:6][CH:7]=1. Reported procedure: The title compound, white solid, m.p. 111° C. and MS: m/e=347 (M+) was prepared in accordance with the general method of example 1e from (RS)-2-(4-fluoro-phenyl)-pyrrolidine and 2,4,6-trimethyl-benzenesulfonyl chloride. Starting materials: ClC=1C=C(C=CC1)C=1N=C(SC1C(=O)N)NC1=C(C=C(C(=C1)C=O)OC)[N+](=O)[O-] (4-(3-chloro-phenyl)-2-(5-formyl-4-methoxy-2-nitro-phenylamino)-thiazole-5-carboxylic acid amide), [Cl-].[NH4+] (ammonium chloride), O1CCCC1 (tetrahydrofuran), COC(OC)OC (trimethylorthoformate). The reagents and catalysts are [Zn] (zinc). The solvent is C(C)(=O)O (acetic acid). The product is ClC=1C=C(C=CC1)C=1N=C(SC1C(=O)N)N1C=NC2=C1C=C(C(=C2)OC)C=O (4-(3-chloro-phenyl)-2-(6-formyl-5-methoxy-benzoimidazol-1-yl)-thiazole-5-carboxylic acid amide). As a reaction SMILES: [Cl:1][C:2]1[CH:3]=[C:4]([C:8]2[N:9]=[C:10]([NH:16][C:17]3[CH:22]=[C:21]([CH:23]=[O:24])[C:20]([O:25][CH3:26])=[CH:19][C:18]=3[N+:27]([O-])=O)[S:11][C:12]=2[C:13]([NH2:15])=[O:14])[CH:5]=[CH:6][CH:7]=1.[Cl-].[NH4+].O1CCC[CH2:33]1.COC(OC)OC>[Zn].C(O)(=O)C>[Cl:1][C:2]1[CH:3]=[C:4]([C:8]2[N:9]=[C:10]([N:16]3[C:17]4[CH:22]=[C:21]([CH:23]=[O:24])[C:20]([O:25][CH3:26])=[CH:19][C:18]=4[N:27]=[CH:33]3)[S:11][C:12]=2[C:13]([NH2:15])=[O:14])[CH:5]=[CH:6][CH:7]=1 |f:1.2|. Procedure: To a suspension of 0.100 g (0.23 mmole) of 4-(3-chloro-phenyl)-2-(5-formyl-4-methoxy-2-nitro-phenylamino)-thiazole-5-carboxylic acid amide (VI.46b), 3 mL of saturated ammonium chloride solution and 3 mL of tetrahydrofuran was added 0.100 g of zinc powder. The mixture was stirred room temperature until the organic layer became straw yellow in color (1 hour). The mixture was filtered, and the filtrate was partitioned between 30 mL of saturated ammonium chloride solution and 30 mL of tetrahydrofura... Reactants: COC1=CC=C(CN(C(=O)OCC2=CC=CC=C2)[C@@H]2[C@@H]([C@H](CC2)N(C)C(=O)OC)C2=CC=C(C=C2)F)C=C1 (1-(S)-(N-(4-Methoxybenzyl)-N-(benzyloxycarbonyl)-amino)-2-(R)-(4-fluorophenyl)-3-(S)-(N-(methoxy-carbonyl)-N-methylamino)cyclopentane). Reagents/catalysts: [Pd] (Pd/C). Solvent: CO (methanol). Yields the product N[C@@H]1[C@@H]([C@H](CC1)N(C)C(=O)OC)C1=CC=C(C=C1)F (1-(S)-(Amino)-2-(S)-(4-fluorophenyl)-3-(S)-(N-(methoxycarbonyl)-N-methylamino)cyclopentane). As a reaction SMILES: COC1C=CC([CH2:7][N:8]([C@H:19]2[CH2:23][CH2:22][C@H:21]([N:24](C(OC)=O)C)[C@H:20]2[C:30]2[CH:35]=[CH:34][C:33]([F:36])=[CH:32][CH:31]=2)[C:9]([O:11][CH2:12]C2C=CC=CC=2)=[O:10])=CC=1>CO.[Pd]>[NH2:24][C@H:21]1[CH2:22][CH2:23][C@H:19]([N:8]([C:9]([O:11][CH3:12])=[O:10])[CH3:7])[C@H:20]1[C:30]1[CH:31]=[CH:32][C:33]([F:36])=[CH:34][CH:35]=1. Procedure: A solution of the product from Step C in 10 mL of methanol was hydrogenated over 200 mg of 10% Pd/C at 40 psi for 3 days to remove first the CBz and then the PMB group. The reaction was filtered and evaporated to give 550 mg of title compound. T.l.c. (5% Methanol in methylene chloride) Rf =0.5 (PMB intermediate) and 0.2 (amine product).